This data is from the Open Reaction Database (ORD), a public repository of structured organic reaction records. The task is: describe an organic reaction: reactants, conditions, products, and yield Run in C1CCOC1 (THF), O (water). Run at time 24 hour. Yield: 80.6%. Procedure: To a stirred solution of {4-[1-(3,5-dichloro-benzenesulfonyl)-piperidin-4-yl]-6-fluoro-naphthalen-2-yl}-acetic acid methyl ester (75 mg, 0.15 mmol) in THF (6 mL) was added a solution of lithium hydroxide monohydrate (30 mg, 0.7 mmol) in water (1.5 mL) and the reaction mixture was stirred for 24 hours at room temperature. The reaction mixture was concentrated under reduced pressure and washed with diethyl ether (3×5 mL). The washings were discarded. Water (5 mL) was added to the residue, and the ... Reaction SMILES: C[O:2][C:3](=[O:33])[CH2:4][C:5]1[CH:14]=[C:13]([CH:15]2[CH2:20][CH2:19][N:18]([S:21]([C:24]3[CH:29]=[C:28]([Cl:30])[CH:27]=[C:26]([Cl:31])[CH:25]=3)(=[O:23])=[O:22])[CH2:17][CH2:16]2)[C:12]2[C:7](=[CH:8][CH:9]=[C:10]([F:32])[CH:11]=2)[CH:6]=1.O.[OH-].[Li+]>C1COCC1.O>[Cl:31][C:26]1[CH:25]=[C:24]([S:21]([N:18]2[CH2:19][CH2:20][CH:15]([C:13]3[C:12]4[C:7](=[CH:8][CH:9]=[C:10]([F:32])[CH:11]=4)[CH:6]=[C:5]([CH2:4][C:3]([OH:33])=[O:2])[CH:14]=3)[CH2:16][CH2:17]2)(=[O:23])=[O:22])[CH:29]=[C:28]([Cl:30])[CH:27]=1 |f:1.2.3|. The reactants are COC(CC1=CC2=CC=C(C=C2C(=C1)C1CCN(CC1)S(=O)(=O)C1=CC(=CC(=C1)Cl)Cl)F)=O ({4-[1-(3,5-dichloro-benzenesulfonyl)-piperidin-4-yl]-6-fluoro-naphthalen-2-yl}-acetic acid methyl ester), O.[OH-].[Li+] (lithium hydroxide monohydrate). The product is ClC=1C=C(C=C(C1)Cl)S(=O)(=O)N1CCC(CC1)C1=CC(=CC2=CC=C(C=C12)F)CC(=O)O ({4-[1-(3,5-dichloro-benzenesulfonyl)-piperidin-4-yl]-6-fluoro-naphthalen-2-yl}-acetic acid). Reactants: COc1cc(C(=O)N2CCC(CCN3CCC(Nc4nc5ccccc5n4Cc4ccccn4)CC3)(c3ccc(F)c(F)c3)C2)cc(OC)c1OC, CS(=O)(=O)O, CO, CCOCC, CCOC(C)=O. The product is COc1cc(C(=O)N2CCC(CCN3CCC(Nc4nc5ccccc5n4Cc4ccccn4)CC3)(c3ccc(F)c(F)c3)C2)cc(OC)c1OC, CS(=O)(=O)O. RXN SMILES: [CH3:1][O:2][c:3]1[cH:4][c:5]([C:6](=[O:7])[N:8]2[CH2:9][C:10]([c:13]3[cH:14][c:15]([F:20])[c:16]([F:19])[cH:17][cH:18]3)([CH2:21][CH2:22][N:23]3[CH2:24][CH2:25][CH:26]([NH:29][c:30]4[n:31][c:32]5[c:33]([n:34]4[CH2:35][c:36]4[n:37][cH:38][cH:39][cH:40][cH:41]4)[cH:42][cH:43][cH:44][cH:45]5)[CH2:27][CH2:28]3)[CH2:11][CH2:12]2)[cH:46][c:47]([O:51][CH3:52])[c:48]1[O:49][CH3:50].[CH3:53][S:54]([OH:55])(=[O:56])=[O:57].[CH3:58][OH:59].[CH3:60][CH2:61][O:62][CH2:63][CH3:64].[CH3:65][CH2:66][O:67][C:68](=[O:69])[CH3:70]>>[CH3:1][O:2][c:3]1[cH:4][c:5]([C:6](=[O:7])[N:8]2[CH2:9][C:10]([c:13]3[cH:14][c:15]([F:20])[c:16]([F:19])[cH:17][cH:18]3)([CH2:21][CH2:22][N:23]3[CH2:24][CH2:25][CH:26]([NH:29][c:30]4[n:31][c:32]5[c:33]([n:34]4[CH2:35][c:36]4[n:37][cH:38][cH:39][cH:40][cH:41]4)[cH:42][cH:43][cH:44][cH:45]5)[CH2:27][CH2:28]3)[CH2:11][CH2:12]2)[cH:46][c:47]([O:51][CH3:52])[c:48]1[O:49][CH3:50].[CH3:53][S:54](=[O:55])(=[O:56])[OH:57]. Reactants: solution, BrC=1C=C(SC1)C=O (4-bromothiophene-2-carbaldehyde), [NH4+].[Cl-] (NH4Cl), C(C)OP(OCC)(=O)CC#N (diethyl(cyanomethyl)phosphonate). The solvent is C1(=CC=CC=C1)C (toluene), C1CCOC1 (THF), C1CCOC1 (THF). Run at temperature 0 celsius, time 15 minute. Yields the product BrC=1C=C(SC1)C=CC#N (3-(4-Bromo-thiophen-2-yl)-acrylonitrile). Yield: 98.1%. RXN SMILES: C(OP([CH2:9][C:10]#[N:11])(=O)OCC)C.[Br:12][C:13]1[CH:14]=[C:15]([CH:18]=O)[S:16][CH:17]=1.[NH4+].[Cl-]>C1COCC1.C1(C)C=CC=CC=1>[Br:12][C:13]1[CH:14]=[C:15]([CH:18]=[CH:9][C:10]#[N:11])[S:16][CH:17]=1 |f:2.3|. Procedure: A solution of diethyl(cyanomethyl)phosphonate (2.1 mL, 12.9 mmol) in anhydrous THF (50 mL) was cooled to 0° C. under nitrogen and treated with KN(TMS)2 (11 mmol of a 0.5 M solution in toluene). After stirring for 15 min at 0° C., a solution of 4-bromo-2-thiophenecarboxaldehyde 63 (Aldrich, Wis.) (1.9 g, 10 mmol) in anhydrous THF (50 mL) was added and the resulting mixture was stirred for 30 min at 0° C. Saturated aqueous NH4Cl solution was added and the crude product extracted three times with d... Starting materials: N([C@@H](C(C)C)C(=O)ON1C(=O)CCC1=O)C(=O)OCC1=CC=CC=C1 (Cbz-Val-OSu), [Na+].[Cl-] (NaCl), C(=O)(O)[O-].[Na+] (NaHCO3), N[C@@H](CO)C(=O)O (L-Serine), Cl (HCl). Run in O1CCOCC1 (1,4-dioxane), O1CCOCC1 (1,4-dioxane), CCOC(=O)C (EtOAc), O (water), O (water), 4-L, CO (Methanol). Conditions: time 1.5 hour. The product is N([C@@H](C(C)C)C(=O)N[C@@H](CO)C(=O)O)C(=O)OCC1=CC=CC=C1 (Cbz-Val-Ser-OH). The yield is 120.5%. As a reaction SMILES: [NH2:1][C@H:2]([C:5]([OH:7])=[O:6])[CH2:3][OH:4].C([O-])(O)=O.[Na+].[NH:13]([C:28]([O:30][CH2:31][C:32]1[CH:37]=[CH:36][CH:35]=[CH:34][CH:33]=1)=[O:29])[C@H:14]([C:18](ON1C(=O)CCC1=O)=[O:19])[CH:15]([CH3:17])[CH3:16].Cl.[Na+].[Cl-]>O.O1CCOCC1.CCOC(C)=O.CO>[NH:13]([C:28]([O:30][CH2:31][C:32]1[CH:37]=[CH:36][CH:35]=[CH:34][CH:33]=1)=[O:29])[C@H:14]([C:18]([NH:1][C@H:2]([C:5]([OH:7])=[O:6])[CH2:3][OH:4])=[O:19])[CH:15]([CH3:17])[CH3:16] |f:1.2,5.6|. Procedure: L-Serine (104.19 g, 991 mmol) was dissolved in water (1440 mL) in a 4-L Erlenmeyer flask. Solid NaHCO3 (83.25 g, 991 mmol was added and the mixture was stirred at room temperature to give a clear solution. Cbz-Val-OSu (300.0 g, 861 mmol) was added as a solution in 1,4-dioxane (1500 mL), with additional 1,4-dioxane (220 mL) used to rinse. The resulting cloudy mixture became clear after 1.5 h of stirring at 25° C. After 44 h, the mixture was divided into two equal portions. Methanol (700 mL) and 1... Starting materials: COc1ccc(Br)c(C=O)c1COC(=O)[O-], CO, [Na+], [OH-]. The product is COc1ccc(Br)c(C=O)c1O. RXN SMILES: [C:1](=[O:2])([O-:3])[O:15][CH2:16][c:4]1[c:5]([CH:13]=[O:14])[c:6]([Br:12])[cH:7][cH:8][c:9]1[O:10][CH3:11].[CH3:19][OH:20].[Na+:18].[OH-:17]>>[c:4]1([OH:17])[c:5]([CH:13]=[O:14])[c:6]([Br:12])[cH:7][cH:8][c:9]1[O:10][CH3:11]. The reactants are ClC1=C(C=CC=C1)C(C(C)=O)=O (1-(2-chlorophenyl)propane-1,2-dione), BrBr (bromine), C(C)(=O)O (acetic acid), C(Cl)(Cl)Cl (chloroform). Run at temperature 60 celsius, time 17 hour. Yields the product BrCC(C(=O)C1=C(C=CC=C1)Cl)=O (3-bromo-1-(2-chlorophenyl)propane-1,2-dione). RXN SMILES: [Cl:1][C:2]1[CH:7]=[CH:6][CH:5]=[CH:4][C:3]=1[C:8](=[O:12])[C:9](=[O:11])[CH3:10].[Br:13]Br.C(O)(=O)C.C(Cl)(Cl)Cl>>[Br:13][CH2:10][C:9](=[O:11])[C:8]([C:3]1[CH:4]=[CH:5][CH:6]=[CH:7][C:2]=1[Cl:1])=[O:12]. Reported procedure: A mixture of 1-(2-chlorophenyl)propane-1,2-dione (4.2379 g, 23.208 mmol), bromine (1.1891 mL, 23.208 mmol), and glacial acetic acid (0.67005 mL, 11.604 mmol) in chloroform (58.020 mL, 23.208 mmol) was heated at 60° C. After 17 h of stirring at 60° C., the mixture was removed from heat and concentrated under reduced pressure to give 3-bromo-1-(2-chlorophenyl)propane-1,2-dione as an orange liquid: LC-MS: a peak of m/z 261.0 [M+H(79Br)]+ and 262.9 [M+H (81Br)-]+. The orange liquid was carried on cr...